This data is from the Open Reaction Database (ORD), a public repository of structured organic reaction records. The task is: describe an organic reaction: reactants, conditions, products, and yield The reactants are COC1=CC(=C(N)C=C1)[N+](=O)[O-] (4-methoxy-2-nitroaniline), C1(C(C2=CC=CC3=CC=CC1=C23)=O)=O (acenaphthenequinone). Product: COC=1C=C2N=C3C(=NC2=CC1)C=1C=CC=C2C=CC=C3C12 (9-methoxyacenaphtho[1,2-b]quinoxaline). The yield is 91.0%. RXN SMILES: [CH3:1][O:2][C:3]1[CH:9]=[CH:8][C:6]([NH2:7])=[C:5]([N+:10]([O-])=O)[CH:4]=1.[C:13]1(=O)[C:23]2=[C:24]3[C:19](=[CH:20][CH:21]=[CH:22]2)[CH:18]=[CH:17][CH:16]=[C:15]3[C:14]1=O>>[CH3:1][O:2][C:3]1[CH:4]=[C:5]2[C:6](=[CH:8][CH:9]=1)[N:7]=[C:13]1[C:23]3[CH:22]=[CH:21][CH:20]=[C:19]4[C:24]=3[C:15]([C:14]1=[N:10]2)=[CH:16][CH:17]=[CH:18]4. Procedure: When 0.05 mole each of 4-methoxy-2-nitroaniline and acenaphthenequinone were reacted by the method of Example 1, 12.9 g (91 percent yield) of 9-methoxyacenaphtho[1,2-b]quinoxaline, mp = 194°-195° C. were obtained. Reactants: CCOC=C(C(C)=O)C(C)=O, Cc1ccccc1, Nc1cc(Cl)c(Cl)c(C(=O)O)c1Cl. Product: CC(=O)C(=CNc1cc(Cl)c(Cl)c(C(=O)O)c1Cl)C(C)=O. RXN SMILES: [CH3:1][C:2](=[O:3])[C:4](=[CH:5][O:6][CH2:7][CH3:8])[C:9](=[O:10])[CH3:11].[CH3:25][c:26]1[cH:27][cH:28][cH:29][cH:30][cH:31]1.[NH2:12][c:13]1[c:14]([Cl:24])[c:15]([C:16](=[O:17])[OH:18])[c:19]([Cl:23])[c:20]([Cl:22])[cH:21]1>>[CH3:1][C:2](=[O:3])[C:4](=[CH:5][NH:12][c:13]1[c:14]([Cl:24])[c:15]([C:16](=[O:17])[OH:18])[c:19]([Cl:23])[c:20]([Cl:22])[cH:21]1)[C:9](=[O:10])[CH3:11]. Procedure details: A mixture comprising 2 g of 1-(1,3-benzodioxol-5-yl)-2-methyl-1-propanol, 1.3 g of mercaptoacetic acid, a catalytic amount of p-toluenesulfonic acid and 50 ml of benzene was heated under reflux for 5.5 hours, followed by the addition of ethyl acetate. The mixture was washed with water and extracted with a 2N aqueous solution of sodium hydroxide. The aqueous layer was washed with chloroform, acidified with dilute hydrochloric acid and extracted with ethyl acetate. The extract was washed with wate... As a reaction SMILES: [O:1]1[C:5]2[CH:6]=[CH:7][C:8]([CH:10](O)[CH:11]([CH3:13])[CH3:12])=[CH:9][C:4]=2[O:3][CH2:2]1.[SH:15][CH2:16][C:17]([OH:19])=[O:18].C1(C)C=CC(S(O)(=O)=O)=CC=1.C1C=CC=CC=1>C(OCC)(=O)C>[O:1]1[C:5]2[CH:6]=[CH:7][C:8]([CH:10]([S:15][CH2:16][C:17]([OH:19])=[O:18])[CH:11]([CH3:13])[CH3:12])=[CH:9][C:4]=2[O:3][CH2:2]1. Starting materials: O1COC2=C1C=CC(=C2)C(C(C)C)O (1-(1,3-benzodioxol-5-yl)-2-methyl-1-propanol), SCC(=O)O (mercaptoacetic acid), C1(=CC=C(C=C1)S(=O)(=O)O)C (p-toluenesulfonic acid), C1=CC=CC=C1 (benzene). Yield: 77.5%. The solvent is C(C)(=O)OCC (ethyl acetate). The product is O1COC2=C1C=CC(=C2)C(C(C)C)SCC(=O)O ([{1-(1,3-Benzodioxol-5-yl)-2-methylpropyl}thio]acetic acid). Starting materials: N#CC(O)c1cccc(Oc2ccccc2)c1, CCOC(=O)C(F)=CC1C(C(=O)O)C1(C)C, ClC(Cl)Cl. Yields the product CCOC(=O)C(F)=CC1C(C(=O)OC(C#N)c2cccc(Oc3ccccc3)c2)C1(C)C. As a reaction SMILES: [C:17](#[N:18])[CH:19]([c:20]1[cH:21][c:22]([O:26][c:27]2[cH:28][cH:29][cH:30][cH:31][cH:32]2)[cH:23][cH:24][cH:25]1)[OH:33].[CH3:1][C:2]1([CH3:16])[CH:3]([C:13](=[O:14])[OH:15])[CH:4]1[CH:5]=[C:6]([C:7]([O:8][CH2:9][CH3:10])=[O:11])[F:12].[CH:34]([Cl:35])([Cl:36])[Cl:37]>>[CH3:1][C:2]1([CH3:16])[CH:3]([C:13](=[O:14])[O:15][CH:19]([C:17]#[N:18])[c:20]2[cH:21][c:22]([O:26][c:27]3[cH:28][cH:29][cH:30][cH:31][cH:32]3)[cH:23][cH:24][cH:25]2)[CH:4]1[CH:5]=[C:6]([C:7]([O:8][CH2:9][CH3:10])=[O:11])[F:12].